This data is from the Open Reaction Database (ORD), a public repository of structured organic reaction records. The task is: describe an organic reaction: reactants, conditions, products, and yield The reactants are C12C(C3CC(CC(C1)C3)C2)=O (2-adamantanone), C12C(C3CC(CC(C1)C3)C2)=O (2-adamantanone), [Li]CCCC (nBuLi), ketone, P([O-])([O-])=O (phosphonate), [Li]CCCC (nBuLi), COC(P(OCC)(=O)OCC)C1=CC(=CC(=C1)NC(C(F)(F)F)=O)OC (Diethyl 1-methoxy-1-(3-methoxy-5-trifluoroacetamidophenyl)methane phosphonate). Solvent: C1CCOC1 (THF), C1CCOC1 (THF), C1CCOC1 (THF). Run at temperature -68 celsius, time 5 minute. Yields the product COC=1C=C(C=C(C1)NC(C(F)(F)F)=O)C(=C1C2CC3CC(CC1C3)C2)OC (3-Methoxy-5-trifluoroacetamido-1-(methoxytricyclo[3.3.1.13.7 ]dec-2-ylidenemethyl)benzene). RXN SMILES: [CH3:1][O:2][CH:3]([C:12]1[CH:17]=[C:16]([NH:18][C:19](=[O:24])[C:20]([F:23])([F:22])[F:21])[CH:15]=[C:14]([O:25][CH3:26])[CH:13]=1)P(OCC)(=O)OCC.[CH:27]12[CH2:36][CH:31]3[CH2:32][CH:33]([CH2:35][CH:29]([CH2:30]3)[C:28]1=O)[CH2:34]2.P(=O)([O-])[O-].[Li]CCCC>C1COCC1>[CH3:26][O:25][C:14]1[CH:13]=[C:12]([C:3]([O:2][CH3:1])=[C:28]2[CH:29]3[CH2:35][CH:33]4[CH2:32][CH:31]([CH2:36][CH:27]2[CH2:34]4)[CH2:30]3)[CH:17]=[C:16]([NH:18][C:19](=[O:24])[C:20]([F:21])([F:22])[F:23])[CH:15]=1. Procedure: Phosphonate 30, dissolved in anhydrous THF, is cooled to -68° C. under an argon atmosphere. Similarly, 2-adamantanone (1.1 eq) is dissolved in anhydrous THF and cooled to -68° C. under argon in a separate flask. To the phosphonate solution is added 2.5M nBuLi is added to complete the red color of the ylid persists. At this point, 1.2 eq nBuLi is added to complete the ylid formation and the resulting colored solution is stirred at -68° C. for 5 min. While maintaining the low temperature, 2-adaman...